This data is from the Open Reaction Database (ORD), a public repository of structured organic reaction records. The task is: describe an organic reaction: reactants, conditions, products, and yield Reactants: C1(=CC=CC=C1)C1=NNC(C1C1=CC=CC=C1)=S (3,4-diphenyl-1H-pyrazole-5(4H)-thione), BrCCOC (1-bromo-2-methoxyethane), C(=O)([O-])[O-].[K+].[K+] (K2CO3), O (water). Solvent: CN(C)C=O (DMF). Conditions: time 4 hour. Yields the product COCCSC1=C(C(=NN1)C1=CC=CC=C1)C1=CC=CC=C1 (5-(2-Methoxyethylthio)-3,4-diphenyl-1H-pyrazole). Yield: 73.2%. RXN SMILES: [C:1]1([C:7]2[CH:11]([C:12]3[CH:17]=[CH:16][CH:15]=[CH:14][CH:13]=3)[C:10](=[S:18])[NH:9][N:8]=2)[CH:6]=[CH:5][CH:4]=[CH:3][CH:2]=1.Br[CH2:20][CH2:21][O:22][CH3:23].C([O-])([O-])=O.[K+].[K+].O>CN(C=O)C>[CH3:23][O:22][CH2:21][CH2:20][S:18][C:10]1[NH:9][N:8]=[C:7]([C:1]2[CH:2]=[CH:3][CH:4]=[CH:5][CH:6]=2)[C:11]=1[C:12]1[CH:13]=[CH:14][CH:15]=[CH:16][CH:17]=1 |f:2.3.4|. Procedure details: To a solution of 3,4-diphenyl-1H-pyrazole-5(4H)-thione (0.5 g, 1.981 mmol) in DMF (5 mL), were added 1-bromo-2-methoxyethane (0.275 g, 1.981 mmol) and K2CO3 (0.274 g, 1.981 mmol) at room temperature. After stirring for 4 h, the reaction was poured into water and extracted with ethyl acetate. The organic extract was dried over MgSO4 and concentrated under reduced pressure. The resulting residue was purified by column chromatography to give the title compound (0.45 g). LCMS m/z=311.2 [M+H]+; 1H NM...